From a dataset of the Open Reaction Database (ORD), a public repository of structured organic reaction records. describe an organic reaction: reactants, conditions, products, and yield Starting materials: O=C1NC(C(N1)=O)P(OCC)(=O)OCC (diethyl 2,4-dioxoimidazolidine-5-phosphonate), [N+](=O)([O-])C1=C(C=O)C=C(C=C1)N1CCCC1 (2-nitro-5-(1-pyrrolidinyl)benzaldehyde). Reported procedure: Prepared from diethyl 2,4-dioxoimidazolidine-5-phosphonate and 2-nitro-5-(1-pyrrolidinyl)benzaldehyde analogous to the procedure of Example (2-1), m.p. 289° C. (dec.), crystallized from DMF-H2O. RXN SMILES: [O:1]=[C:2]1[NH:6][C:5](=[O:7])[CH:4](P(OCC)(=O)OCC)[NH:3]1.[N+:16]([C:19]1[CH:26]=[CH:25][C:24]([N:27]2[CH2:31][CH2:30][CH2:29][CH2:28]2)=[CH:23][C:20]=1[CH:21]=O)([O-:18])=[O:17]>>[N+:16]([C:19]1[CH:26]=[CH:25][C:24]([N:27]2[CH2:31][CH2:30][CH2:29][CH2:28]2)=[CH:23][C:20]=1[CH:21]=[C:4]1[NH:3][C:2](=[O:1])[NH:6][C:5]1=[O:7])([O-:18])=[O:17]. The product is [N+](=O)([O-])C1=C(C=C(C=C1)N1CCCC1)C=C1C(NC(N1)=O)=O (5-[[2-Nitro-5-(1-pyrrolidinyl)phenyl]methylene]-2,4-imidazolidinedione). Reactants: FC1(COC1)C=1C(=CC(=NC1)C(=O)O)O[C@H](C(F)(F)F)C (5-(3-fluorooxetan-3-yl)-4-[(1S)-2,2,2-trifluoro-1-methyl-ethoxy]pyridine-2-carboxylic acid), N[C@H](C(=O)NC)C(C)(C)C ((S)-2-Amino-3,3,N-trimethyl-butyramide). Yields the product CC([C@@H](C(=O)NC)NC(=O)C1=NC=C(C(=C1)O[C@H](C(F)(F)F)C)C1(COC1)F)(C)C (N-[(2S)-3,3-dimethyl-1-(methylamino)-1-oxobutan-2-yl]-5-(3-fluorooxetan-3-yl)-4-[(2S)-1,1,1-trifluoropropan-2-yl]oxypyridine-2-carboxamide). RXN SMILES: [F:1][C:2]1([C:6]2[C:7]([O:15][C@@H:16]([CH3:21])[C:17]([F:20])([F:19])[F:18])=[CH:8][C:9]([C:12](O)=[O:13])=[N:10][CH:11]=2)[CH2:5][O:4][CH2:3]1.[NH2:22][C@@H:23]([C:28]([CH3:31])([CH3:30])[CH3:29])[C:24]([NH:26][CH3:27])=[O:25]>>[CH3:29][C:28]([CH3:31])([CH3:30])[C@H:23]([NH:22][C:12]([C:9]1[CH:8]=[C:7]([O:15][C@@H:16]([CH3:21])[C:17]([F:19])([F:20])[F:18])[C:6]([C:2]2([F:1])[CH2:5][O:4][CH2:3]2)=[CH:11][N:10]=1)=[O:13])[C:24]([NH:26][CH3:27])=[O:25]. Procedure: The title compound was synthesized in analogy to Example 112e, using 5-(3-fluorooxetan-3-yl)-4-[(1S)-2,2,2-trifluoro-1-methyl-ethoxy]pyridine-2-carboxylic acid (example 142b) and (S)-2-Amino-3,3,N-trimethyl-butyramide (CAN 89226-12-0) as starting materials and isolated (40 mg, 57%); MS (ESI, m/z): 436.6 (M+H+). RXN SMILES: [N+:1]([C:4]1[CH:12]=[C:11]2[C:7]([CH:8]([Br:14])[O:9][C:10]2=[O:13])=[CH:6][CH:5]=1)([O-])=O.[C:15]1([P:21]([C:28]2[CH:33]=[CH:32][CH:31]=[CH:30][CH:29]=2)[C:22]2[CH:27]=[CH:26][CH:25]=[CH:24][CH:23]=2)[CH:20]=[CH:19][CH:18]=[CH:17][CH:16]=1>C(OCC)(=O)CC>[Br-:14].[NH2:1][C:4]1[CH:12]=[C:11]2[C:7](=[CH:6][CH:5]=1)[CH:8]([P+:21]([C:22]1[CH:23]=[CH:24][CH:25]=[CH:26][CH:27]=1)([C:28]1[CH:33]=[CH:32][CH:31]=[CH:30][CH:29]=1)[C:15]1[CH:16]=[CH:17][CH:18]=[CH:19][CH:20]=1)[O:9][C:10]2=[O:13] |f:3.4|. Conditions: time 8 hour. Run in C(CC)(=O)OCC (ethyl propionate), C(CC)(=O)OCC (ethyl propionate). Reported procedure: A solution of 6-nitro-3-bromo-3H-isobenzofuran-1-one (8.7 g, 0.034 mol) in ethyl propionate (464 ml) was heated to 70-75° C., and stirred while 313 ml of an ethyl propionate solution of triphenyl phosphine (36 g, 0.137 mol, 4 eq) were added dropwise over a time of 7 hours. Heating and stirring were continued overnight, and then the mixture was cooled down to room temperature. The precipitate was collected, dried up under vacuum and purified by flash chromatography over silica gel. A gradient of ... The yield is 37.2%. Reactants: [N+](=O)([O-])C1=CC=C2C(OC(C2=C1)=O)Br (6-nitro-3-bromo-3H-isobenzofuran-1-one), C1(=CC=CC=C1)P(C1=CC=CC=C1)C1=CC=CC=C1 (triphenyl phosphine). Product: [Br-].NC=1C=C2C(OC(C2=CC1)[P+](C1=CC=CC=C1)(C1=CC=CC=C1)C1=CC=CC=C1)=O ((5-Amino-3-oxo-1,3-dihydro-isobenzofuran-1-yl)-triphenyl-phosphonium bromide). Starting materials: FC=1C=C2C(=C(NC2=CC1)C(=O)O)C (5-fluoro-3-methyl-1H-indole-2-carboxylic acid). The reagents and catalysts are [Cu] (copper). The solvent is N1=CC=CC2=CC=CC=C12 (quinoline). Product: FC=1C=C2C(=CNC2=CC1)C (5-fluoro-3-methyl-1H-indole). As a reaction SMILES: [F:1][C:2]1[CH:3]=[C:4]2[C:8](=[CH:9][CH:10]=1)[NH:7][C:6](C(O)=O)=[C:5]2[CH3:14]>N1C2C(=CC=CC=2)C=CC=1.[Cu]>[F:1][C:2]1[CH:3]=[C:4]2[C:8](=[CH:9][CH:10]=1)[NH:7][CH:6]=[C:5]2[CH3:14]. Procedure: 5-fluoro-3-methyl-1H-indole-2-carboxylic acid (8.49 g, 43.9 mmol) and copper metal (0.35 g, 5.5 mmol) in distilled quinoline (22 mL) was heated to reflux for 3 hours. The copper powder was filtered off and the filtrate was brought to pH 3 at 0° C. with a 6N aqueous solution of hydrochloric acid. The solution was extracted with ether (200 mL) and the organics washed with saturated sodium chloride (200 mL), dried over magnesium sulfate and concentrated in vacuo to give 5-fluoro-3-methyl-1H-indole ... Product: CNS(=O)(=O)CCCCl. Reactants: O=C([O-])[O-], C[N+](C)(C)Cc1ccccc1, CN, CCOC(C)=O, [Cl-], O=S(=O)(Cl)CCCCl, Cl, [K+], [K+]. RXN SMILES: [C:12](=[O:13])([O-:14])[O-:15].[CH2:19]([N+:20]([CH3:21])([CH3:22])[CH3:23])[c:24]1[cH:25][cH:26][cH:27][cH:28][cH:29]1.[CH3:10][NH2:11].[CH3:30][CH2:31][O:32][C:33](=[O:34])[CH3:35].[Cl-:18].[Cl:1][CH2:2][CH2:3][CH2:4][S:5](=[O:6])(=[O:7])[Cl:8].[ClH:9].[K+:16].[K+:17]>>[Cl:1][CH2:2][CH2:3][CH2:4][S:5](=[O:6])(=[O:7])[NH:11][CH3:10]. Starting materials: C(C)(=O)OCC (ethyl acetate), C(C1=CC=CC=C1)OC1=C(C(=CC=C1OC)I)O (2-benzyloxy-6-iodo-3-methoxy-phenol), [2-(1-benzyl-1-pyrazol-4-yl)-7-benzyloxy-6-methoxy-benzofuran-3-yl]-(3,4,5-trimethoxyphenyl)-methanone, C(C1=CC=CC=C1)N1N=CC(=C1)C#C (1-benzyl-4-ethynyl-1H-pyrazole), COC=1C=C(C=C(C1OC)OC)I (3,4,5-trimethoxy-iodo-benzene). Solvent: CCCCCC (hexane). Run at time 8 hour. Yields the product C(C1=CC=CC=C1)N1N=CC(=C1)C=1OC2=C(C1C(=O)C1=CC(=C(C(=C1)OC)OC)OC)C=CC(=C2O)OC ([2-(1-Benzyl-1H-pyrazol-4-yl)-7-hydroxy-6-methoxy-benzofuran-3-yl]-(3,4,5-trimethoxyphenyl)-methanone). Reaction SMILES: C([O:8][C:9]1[C:14]([O:15][CH3:16])=[CH:13][CH:12]=[C:11](I)[C:10]=1[OH:18])C1C=CC=CC=1.[CH2:19]([N:26]1[CH:30]=[C:29]([C:31]#[CH:32])[CH:28]=[N:27]1)[C:20]1[CH:25]=[CH:24][CH:23]=[CH:22][CH:21]=1.[CH3:33][O:34][C:35]1[CH:36]=[C:37](I)[CH:38]=[C:39]([O:43][CH3:44])[C:40]=1[O:41][CH3:42].[C:46](OCC)(=[O:48])C>CCCCCC>[CH2:19]([N:26]1[CH:30]=[C:29]([C:31]2[O:18][C:10]3[C:9]([OH:8])=[C:14]([O:15][CH3:16])[CH:13]=[CH:12][C:11]=3[C:32]=2[C:46]([C:37]2[CH:36]=[C:35]([O:34][CH3:33])[C:40]([O:41][CH3:42])=[C:39]([O:43][CH3:44])[CH:38]=2)=[O:48])[CH:28]=[N:27]1)[C:20]1[CH:21]=[CH:22][CH:23]=[CH:24][CH:25]=1. Reported procedure: Application of the general procedure to 2-benzyloxy-6-iodo-3-methoxy-phenol, 1-benzyl-4-ethynyl-1H-pyrazole and 3,4,5-trimethoxy-iodo-benzene (NB—the initial coupling proceeded slowly and was continued overnight) and silica-gel flash chromatography (eluent=40% ethyl acetate in hexane) gave a mixture of the title compound, [2-(1-benzyl-1-pyrazol-4-yl)-7-benzyloxy-6-methoxy-benzofuran-3-yl]-(3,4,5-trimethoxyphenyl)-methanone and the corresponding non-carbonyl inserted derivative. This mixture was ... The reactants are C(=O)(O)[O-].[Na+] (NaHCO3), BrC=1C=CC=2C3=C(C(N(C2C1)CC(F)(F)F)=O)C=NN3C3OCCCC3 (7-Bromo-1-(tetrahydro-2H-pyran-2-yl)-5-(2,2,2-trifluoroethyl)-1,5-dihydro-4H-pyrazolo[4,3-c]quinolin-4-one), BrC=1C=CC=2C3=C(C(N(C2C1)CC(F)(F)F)=O)CN(N3)C3OCCCC3 (7-bromo-2-(tetrahydro-2H-pyran-2-yl)-5-(2,2,2-trifluoroethyl)-1,5-dihydro-4H-pyrazolo[4,3-c]quinolin-4-one), C([O-])([O-])=O.[K+].[K+] (potassium carbonate), CC1(OB(OC1(C)C)C=1C(=NC=CC1)N)C (3-(4,4,5,5-tetramethyl-1,3,2-dioxaborolan-2-yl)pyrid-2-amine). Reagents/catalysts: C1=CC=C(C=C1)P([C-]2C=CC=C2)C3=CC=CC=C3.C1=CC=C(C=C1)P([C-]2C=CC=C2)C3=CC=CC=C3.Cl[Pd]Cl.[Fe+2] (PdCl2(dppf)). The solvent is O (water), CN(C)C=O (DMF), CCOC(=O)C (EtOAc). Conditions: temperature 130 celsius, time 10 minute. The product is NC=1C=NC=CC1C=1C=CC=2C3=C(C(N(C2C1)CC(F)(F)F)=O)C=NN3C3OCCCC3 (7-(3-aminopyrid-4-yl)-1-(tetrahydro-2H-pyran-2-yl)-5-(2,2,2-trifluoroethyl)-1 5-dihydro-4H-pyrazolo[4,3-c]quinolin-4-one). Isolated yield 88.0%. RXN SMILES: Br[C:2]1[CH:3]=[CH:4][C:5]2[C:6]3[N:20]([CH:21]4[CH2:26][CH2:25][CH2:24][CH2:23][O:22]4)[N:19]=[CH:18][C:7]=3[C:8](=[O:17])[N:9]([CH2:12][C:13]([F:16])([F:15])[F:14])[C:10]=2[CH:11]=1.BrC1C=C[C:31]2[C:32]3NN(C4CCCCO4)C[C:33]=3[C:34](=O)[N:35](CC(F)(F)F)[C:36]=2C=1.C(=O)([O-])[O-].[K+].[K+].CC1(C)C(C)(C)OB(C2C(N)=[N:69]C=CC=2)O1.C([O-])(O)=O.[Na+]>CCOC(C)=O.C1C=CC(P(C2C=CC=CC=2)[C-]2C=CC=C2)=CC=1.C1C=CC(P(C2C=CC=CC=2)[C-]2C=CC=C2)=CC=1.Cl[Pd]Cl.[Fe+2].O.CN(C=O)C>[NH2:69][C:33]1[CH:34]=[N:35][CH:36]=[CH:31][C:32]=1[C:2]1[CH:3]=[CH:4][C:5]2[C:6]3[N:20]([CH:21]4[CH2:26][CH2:25][CH2:24][CH2:23][O:22]4)[N:19]=[CH:18][C:7]=3[C:8](=[O:17])[N:9]([CH2:12][C:13]([F:14])([F:15])[F:16])[C:10]=2[CH:11]=1 |f:2.3.4,6.7,9.10.11.12|. Procedure: 7-Bromo-1-(tetrahydro-2H-pyran-2-yl)-5-(2,2,2-trifluoroethyl)-1,5-dihydro-4H-pyrazolo[4,3-c]quinolin-4-one and 7-bromo-2-(tetrahydro-2H-pyran-2-yl)-5-(2,2,2-trifluoroethyl)-1,5-dihydro-4H-pyrazolo[4,3-c]quinolin-4-one (9.7 g, 19.4 mmol), potassium carbonate (5.3 g, 38.4 mmol), 3-(4,4,5,5-tetramethyl-1,3,2-dioxaborolan-2-yl)pyrid-2-amine (4.82 g, 21.9 mmol), 14 mL of anhydrous DMF, 1.8 mL of degassed water, and the catalyst PdCl2(dppf) (0.79 g, 0.96 mmol) are successively introduced into a microw... As a reaction SMILES: [CH3:13][OH:14].[CH3:2][n+:3]1[c:4]([Cl:10])[c:5]([NH2:9])[cH:6][cH:7][cH:8]1.[I-:1].[Na+:12].[SH-:11]>>[CH3:2][n:3]1[c:4](=[S:11])[c:5]([NH2:9])[cH:6][cH:7][cH:8]1. Product: Cn1cccc(N)c1=S. Starting materials: CO, C[n+]1cccc(N)c1Cl, [I-], [Na+], [SH-]. The reactants are O=C(O)CC(F)(Cl)C(F)(F)Br, [Zn]. Yields the product O=C(O)CC(F)=C(F)F. Reaction SMILES: [Br:1][C:2]([C:3]([CH2:4][C:5](=[O:6])[OH:7])([F:8])[Cl:9])([F:10])[F:11].[Zn:12]>>[C:2](=[C:3]([CH2:4][C:5](=[O:6])[OH:7])[F:8])([F:10])[F:11].